describe an organic reaction: reactants, conditions, products, and yield From a dataset of the Open Reaction Database (ORD), a public repository of structured organic reaction records. Reaction SMILES: [CH3:1][S:2][C:3]([C:4]#[N:5])([CH3:6])[c:7]1[cH:8][c:9]([C:13]([c:14]2[cH:15][cH:16][cH:17][cH:18][cH:19]2)=[O:20])[cH:10][cH:11][cH:12]1.[CH3:21][S-:22].[CH3:26][OH:27].[Cl-:24].[NH4+:25].[Na+:23]>>[CH:3]([C:4]#[N:5])([CH3:6])[c:7]1[cH:8][c:9]([C:13]([c:14]2[cH:15][cH:16][cH:17][cH:18][cH:19]2)=[O:20])[cH:10][cH:11][cH:12]1. Product: CC(C#N)c1cccc(C(=O)c2ccccc2)c1. Starting materials: CSC(C)(C#N)c1cccc(C(=O)c2ccccc2)c1, C[S-], CO, [Cl-], [NH4+], [Na+]. Starting materials: C1(=CC=CC=C1)C1OC2=C(CC1)C=CC(=C2)O (2-phenyl-7-hydroxy-3,4-dihydro-2H-1-benzopyrane), 1-phenyl-7-hydroxy-3,4-dihydro-2H-1-benzopyrane, ClCCC1CO1 (1-chloro-3,4-epoxybutane), ClC(CCCCl)O (1,4-dichlorobutanol), example 1 ( b ), example 1 ( c ). Product: ClCC(CCOC1=CC2=C(CCC(O2)C2=CC=CC=C2)C=C1)O (1-chloro-4-(2-phenyl-3,4-dihydro-2H-1-benzopyrane-7-yloxy)-2-butanol). As a reaction SMILES: [C:1]1([CH:7]2[CH2:12][CH2:11][C:10]3[CH:13]=[CH:14][C:15]([OH:17])=[CH:16][C:9]=3[O:8]2)[CH:6]=[CH:5][CH:4]=[CH:3][CH:2]=1.[Cl:18][CH:19](O)[CH2:20][CH2:21][CH2:22]Cl.ClCCC1[O:30]C1>>[Cl:18][CH2:19][CH:20]([OH:30])[CH2:21][CH2:22][O:17][C:15]1[CH:14]=[CH:13][C:10]2[CH2:11][CH2:12][CH:7]([C:1]3[CH:2]=[CH:3][CH:4]=[CH:5][CH:6]=3)[O:8][C:9]=2[CH:16]=1. Procedure details: The starting 1-chloro-4-(2-phenyl-3,4-dihydro-2H-1-benzopyrane-7-yloxy)-2-butanol was prepared from 2-phenyl-7-hydroxy-3,4-dihydro-2H-1-benzopyrane (J.Chem. Soc., 3137; 1954) and 1,4-dichlorobutanol according to example 1 (b), or from 1-phenyl-7-hydroxy-3,4-dihydro-2H-1-benzopyrane and 1-chloro-3,4-epoxybutane according to example 1 (c). Reactants: CN1CCN(CCC1)C1=CC=C(C=C1)N1C=NC2=C(C1=O)SC(=C2)C(=O)C2CCOCC2 (3-[4-(4-Methyl[1,4]diazepan-1-yl)phenyl]-6-(tetrahydropyran-4-carbonyl)-3H-thieno[3,2-d]pyrimidin-4-one), [BH4-].[Na+] (sodium borohydride). Yields the product OC(C1=CC=2N=CN(C(C2S1)=O)C1=CC=C(C=C1)N1CCN(CCC1)C)C1CCOCC1 (6-[Hydroxy(tetrahydropyran-4-yl)methyl]-3-[4-(4-methyl[1,4]diazepan-1-yl)phenyl]-3H-thieno[3,2-d]pyrimidin-4-one). RXN SMILES: [CH3:1][N:2]1[CH2:8][CH2:7][CH2:6][N:5]([C:9]2[CH:14]=[CH:13][C:12]([N:15]3[C:20](=[O:21])[C:19]4[S:22][C:23]([C:25]([CH:27]5[CH2:32][CH2:31][O:30][CH2:29][CH2:28]5)=[O:26])=[CH:24][C:18]=4[N:17]=[CH:16]3)=[CH:11][CH:10]=2)[CH2:4][CH2:3]1.[BH4-].[Na+]>>[OH:26][CH:25]([CH:27]1[CH2:32][CH2:31][O:30][CH2:29][CH2:28]1)[C:23]1[S:22][C:19]2[C:20](=[O:21])[N:15]([C:12]3[CH:11]=[CH:10][C:9]([N:5]4[CH2:6][CH2:7][CH2:8][N:2]([CH3:1])[CH2:3][CH2:4]4)=[CH:14][CH:13]=3)[CH:16]=[N:17][C:18]=2[CH:24]=1 |f:1.2|. Procedure: 3-[4-(4-Methyl[1,4]diazepan-1-yl)phenyl]-6-(tetrahydropyran-4-carbonyl)-3H-thieno[3,2-d]pyrimidin-4-one and sodium borohydride were reacted by method Y. The product with the molecular weight of 454.60 (C24H30N4O3S) was obtained in this way; MS (ESI): 455 (M+H+). Reactants: BrCC(=O)C=1C(=NOC1C1=CC=C(C=C1)Br)C (2-bromo-1-[5-(4-bromo-phenyl)-3-methyl-isoxazol-4-yl]-ethanone), C(C1=CC=CC=C1)S (benzyl mercaptan). Yields the product C(C1=CC=CC=C1)SCC(=O)C=1C(=NOC1C1=CC=C(C=C1)Br)C (2-Benzylsulfanyl-1-[5-(4-bromo-phenyl)-3-methyl-isoxazol-4-yl]-ethanone). Reaction SMILES: Br[CH2:2][C:3]([C:5]1[C:6]([CH3:17])=[N:7][O:8][C:9]=1[C:10]1[CH:15]=[CH:14][C:13]([Br:16])=[CH:12][CH:11]=1)=[O:4].[CH2:18]([SH:25])[C:19]1[CH:24]=[CH:23][CH:22]=[CH:21][CH:20]=1>>[CH2:18]([S:25][CH2:2][C:3]([C:5]1[C:6]([CH3:17])=[N:7][O:8][C:9]=1[C:10]1[CH:15]=[CH:14][C:13]([Br:16])=[CH:12][CH:11]=1)=[O:4])[C:19]1[CH:24]=[CH:23][CH:22]=[CH:21][CH:20]=1. Reported procedure: Prepared according to the procedure described in Example 120, Step 1, using 2-bromo-1-[5-(4-bromo-phenyl)-3-methyl-isoxazol-4-yl]-ethanone and benzyl mercaptan. The reactants are C(C)N1N=C(N=C1C=C(C)C)N1CCCC1 (1-ethyl-5-(2-methylprop-1-enyl)-3-(pyrrolidin-1-yl)-1H-1,2,4-triazole), I(=O)(=O)(=O)[O-].[Na+] (sodium periodate). The reagents and catalysts are [Cl-].C(C1=CC=CC=C1)[N+](CC)(CC)CC (benzyltriethylammonium chloride), [Os](=O)(=O)(=O)=O (osmium(VIII) oxide). Solvent: O1CCOCC1 (dioxane), O (water), C(C)(=O)OCC (ethyl acetate). Reaction conditions: temperature 120 celsius, time 2 hour. Yields the product C(C)N1N=C(N=C1C=O)N1CCCC1 (2-Ethyl-5-pyrrolidin-1-yl-2H-[1,2,4]triazole-3-carbaldehyde). Yield: 69.0%. As a reaction SMILES: [CH2:1]([N:3]1[C:7]([CH:8]=C(C)C)=[N:6][C:5]([N:12]2[CH2:16][CH2:15][CH2:14][CH2:13]2)=[N:4]1)[CH3:2].I([O-])(=O)(=O)=[O:18].[Na+]>[Cl-].C([N+](CC)(CC)CC)C1C=CC=CC=1.O1CCOCC1.O.C(OCC)(=O)C.[Os](=O)(=O)(=O)=O>[CH2:1]([N:3]1[C:7]([CH:8]=[O:18])=[N:6][C:5]([N:12]2[CH2:16][CH2:15][CH2:14][CH2:13]2)=[N:4]1)[CH3:2] |f:1.2,3.4|. Procedure: A mixture of 1-ethyl-5-(2-methylprop-1-enyl)-3-(pyrrolidin-1-yl)-1H-1,2,4-triazole (441 mg, 2.00 mmol, Eq: 1.00), osmium(VIII) oxide (382 mg, 382 μl, 60.1 μmol, Eq: 0.03), sodium periodate (1.71 g, 8.01 mmol, Eq: 4) and benzyltriethylammonium chloride (182 mg, 801 μmol, Eq: 0.4) in dioxane (21 ml) and water (6.3 ml) was stirred for 2 hours at 120° C. The mixture was diluted with ethyl acetate and washed with 2× water and brine. The organic layer was separated, dried over magnesium sulfate, filtr... Starting materials: O.O.C(C(=O)O)(=O)O (Oxalic acid dihydrate), CN(C)CCCC1(C=2C=CC(=CC2CO1)C#N)C=3C=CC(=CC3)F (Citalopram), CN(C)CCCC1(C=2C=CC(=CC2CO1)C#N)C=3C=CC(=CC3)F (Citalopram), CNCCC[C@]1(C=2C=CC(=CC2CO1)C#N)C=3C=CC(=CC3)F (desmethyl citalopram), C=O (formaldehyde). Solvent: C(=O)O (formic acid), C(C)O (ethanol). Reaction conditions: temperature 90 celsius, time 2 hour. Yields the product CN(C)CCC[C@@]1(C2=C(CO1)C=C(C=C2)C#N)C3=CC=C(C=C3)F.C(=O)(C(=O)O)O (Citalopram oxalate). Isolated yield 79.3%. RXN SMILES: [CH3:1][N:2]([CH2:4][CH2:5][CH2:6][C:7]1([C:18]2[CH:19]=[CH:20][C:21]([F:24])=[CH:22][CH:23]=2)[O:15][CH2:14][C:13]2[CH:12]=[C:11]([C:16]#[N:17])[CH:10]=[CH:9][C:8]1=2)[CH3:3].CNCCC[C@]1(C2C=CC(F)=CC=2)OCC2C=C(C#N)C=CC1=2.C=O.O.O.[C:52]([OH:57])(=[O:56])[C:53]([OH:55])=[O:54]>C(O)C.C(O)=O>[CH3:1][N:2]([CH2:4][CH2:5][CH2:6][C@@:7]1([C:18]2[CH:19]=[CH:20][C:21]([F:24])=[CH:22][CH:23]=2)[O:15][CH2:14][C:13]2[CH:12]=[C:11]([C:16]#[N:17])[CH:10]=[CH:9][C:8]1=2)[CH3:3].[C:53]([OH:55])([C:52]([OH:57])=[O:56])=[O:54] |f:3.4.5,8.9|. Procedure details: To the crude Citalopram (90 g, 0.28 mol) having desmethyl citalopram (7%, HPLC), formic acid (98%, 2.7 g) was added followed by aqueous formaldehyde (35%, 2.37 g). The reaction mass was heated at 85-95° C. for 30 min. HPLC indicated complete conversion of desmethyl impurity into Citalopram. The reaction mass was cooled to 30° C. and diluted with ethanol (900 ml). Oxalic acid dihydrate (41.94 g, 0.33 mol) was added and mass was heated to reflux. The obtained solution was cooled to 20-25° C. and s... Reported procedure: 6.72 g (0.28 mmol) of sodium hydride are dissolved in 660 ml of ether and 120 ml of dimethylformamide under argon, and 64.1 g (0.26 mol) of 3-hydroxy-2-iodobenzaldehyde in 65 ml of ether are slowly added. After the mixture has been stirred at room temperature for 15 minutes, 61 g (0.28 mol) of 3-bromo-2-phenyl-1-propene, dissolved in 60 ml of ether, are added dropwise and the mixture is stirred overnight. Reaction SMILES: [H-].[Na+].CN(C)C=O.[OH:8][C:9]1[C:10]([I:17])=[C:11]([CH:14]=[CH:15][CH:16]=1)[CH:12]=[O:13].Br[CH2:19][C:20]([C:22]1[CH:27]=[CH:26][CH:25]=[CH:24][CH:23]=1)=[CH2:21]>CCOCC>[I:17][C:10]1[C:9]([O:8][CH2:21][C:20]([C:22]2[CH:27]=[CH:26][CH:25]=[CH:24][CH:23]=2)=[CH2:19])=[CH:16][CH:15]=[CH:14][C:11]=1[CH:12]=[O:13] |f:0.1|. Reaction conditions: time 15 minute. Solvent: CCOCC (ether), CCOCC (ether), CCOCC (ether). The product is IC1=C(C=O)C=CC=C1OCC(=C)C1=CC=CC=C1 (2-Iodo-3-[(2-phenyl-2-propenyl)oxy]benzaldehyde). The reactants are BrCC(=C)C1=CC=CC=C1 (3-bromo-2-phenyl-1-propene), [H-].[Na+] (sodium hydride), CN(C=O)C (dimethylformamide), OC=1C(=C(C=O)C=CC1)I (3-hydroxy-2-iodobenzaldehyde). The reactants are CCOC(=O)c1ccc(NC(=O)Nc2ccc(Br)cc2F)cc1, C1CCOC1, CCO, [Li+], [OH-], O, O. Yields the product O=C(Nc1ccc(C(=O)O)cc1)Nc1ccc(Br)cc1F. As a reaction SMILES: [CH2:1]([CH3:2])[O:3][C:4]([c:5]1[cH:6][cH:7][c:8]([NH:11][C:12](=[O:13])[NH:14][c:15]2[c:16]([F:22])[cH:17][c:18]([Br:21])[cH:19][cH:20]2)[cH:9][cH:10]1)=[O:23].[CH2:31]1[O:32][CH2:33][CH2:34][CH2:35]1.[CH3:28][CH2:29][OH:30].[Li+:26].[OH-:25].[OH2:24].[OH2:27]>>[O:3]=[C:4]([c:5]1[cH:6][cH:7][c:8]([NH:11][C:12](=[O:13])[NH:14][c:15]2[c:16]([F:22])[cH:17][c:18]([Br:21])[cH:19][cH:20]2)[cH:9][cH:10]1)[OH:23]. Starting materials: B, CCN(c1nc(C)cc(C(=O)N2CCOCC2)n1)c1ccc(C(C)C)cc1Br, C1CCOC1, CC(=O)O, CCOC(C)=O, [Na+], [OH-]. Yields the product CCN(c1nc(C)cc(CN2CCOCC2)n1)c1ccc(C(C)C)cc1Br. Reaction SMILES: [BH3:29].[Br:1][c:2]1[c:3]([N:11]([c:12]2[n:13][c:14]([C:19](=[O:20])[N:21]3[CH2:22][CH2:23][O:24][CH2:25][CH2:26]3)[cH:15][c:16]([CH3:18])[n:17]2)[CH2:27][CH3:28])[cH:4][cH:5][c:6]([CH:8]([CH3:9])[CH3:10])[cH:7]1.[CH2:36]1[O:37][CH2:38][CH2:39][CH2:40]1.[CH3:30][C:31](=[O:32])[OH:33].[CH3:41][CH2:42][O:43][C:44]([CH3:45])=[O:46].[Na+:35].[OH-:34]>>[Br:1][c:2]1[c:3]([N:11]([c:12]2[n:13][c:14]([CH2:19][N:21]3[CH2:22][CH2:23][O:24][CH2:25][CH2:26]3)[cH:15][c:16]([CH3:18])[n:17]2)[CH2:27][CH3:28])[cH:4][cH:5][c:6]([CH:8]([CH3:9])[CH3:10])[cH:7]1. The reactants are C(C)(C)(C)C1=NC=C(C(=N1)OCC)C=1N(C(C(N1)C1=CC=C(C=C1)Cl)C1=CC=C(C=C1)Cl)C(=O)Cl (2-(2-tert-Butyl-4-ethoxy-pyrimidin-5-yl)-4,5-bis-(4-chloro-phenyl)-4,5-dihydro-imidazole-1-carbonyl chloride), CN(C(CN1CCNCC1)=O)C (N,N-dimethyl-2-piperazin-1-yl-acetamide). Yields the product Cl.C(C)(C)(C)C1=NC=C(C(=N1)OCC)C=1N([C@@H]([C@@H](N1)C1=CC=C(C=C1)Cl)C1=CC=C(C=C1)Cl)C(=O)N1CCN(CC1)CC(=O)N(C)C (cis-2-{4-[2-(2-tert-butyl-4-ethoxy-pyrimidin-5-yl)-4,5-bis-(4-chloro-phenyl)-4,5-dihydro-imidazole-1-carbonyl]-piperazin-1-yl}-N,N-dimethyl-acetamide hydrochloride). As a reaction SMILES: [C:1]([C:5]1[N:10]=[C:9]([O:11][CH2:12][CH3:13])[C:8]([C:14]2[N:15]([C:33](Cl)=[O:34])[CH:16]([C:26]3[CH:31]=[CH:30][C:29]([Cl:32])=[CH:28][CH:27]=3)[CH:17]([C:19]3[CH:24]=[CH:23][C:22]([Cl:25])=[CH:21][CH:20]=3)[N:18]=2)=[CH:7][N:6]=1)([CH3:4])([CH3:3])[CH3:2].[CH3:36][N:37]([CH3:47])[C:38](=[O:46])[CH2:39][N:40]1[CH2:45][CH2:44][NH:43][CH2:42][CH2:41]1>>[ClH:25].[C:1]([C:5]1[N:10]=[C:9]([O:11][CH2:12][CH3:13])[C:8]([C:14]2[N:15]([C:33]([N:43]3[CH2:42][CH2:41][N:40]([CH2:39][C:38]([N:37]([CH3:47])[CH3:36])=[O:46])[CH2:45][CH2:44]3)=[O:34])[C@H:16]([C:26]3[CH:31]=[CH:30][C:29]([Cl:32])=[CH:28][CH:27]=3)[C@H:17]([C:19]3[CH:24]=[CH:23][C:22]([Cl:25])=[CH:21][CH:20]=3)[N:18]=2)=[CH:7][N:6]=1)([CH3:4])([CH3:2])[CH3:3] |f:2.3|. Reported procedure: cis-4-[2-(2-tert-Butyl-4-ethoxy-pyrimidin-5-yl)-4,5-bis-(4-chloro-phenyl)-4,5-dihydro-imidazole-1-carbonyl chloride (example 20) was reacted with N,N-dimethyl-2-piperazin-1-yl-acetamide (Oakwood Products) to give cis-2-{4-[2-(2-tert-butyl-4-ethoxy-pyrimidin-5-yl)-4,5-bis-(4-chloro-phenyl)-4,5-dihydro-imidazole-1-carbonyl]-piperazin-1-yl}-N,N-dimethyl-acetamide hydrochloride in an analogous manner as described in example 1. HR-MS (ES, m/z) calculated for C34H42N7O3Cl2 [(M+H)+] 666.2721, observed ...